From a dataset of the Open Reaction Database (ORD), a public repository of structured organic reaction records. describe an organic reaction: reactants, conditions, products, and yield Reactants: C(C)(=O)O[BH-](OC(C)=O)OC(C)=O.[Na+] (sodium triacetoxyborohydride), CN(C1(CCC(CC1)=O)C1=CC=CC=C1)C (4-dimethylamino-4-phenylcyclohexanone), S(=O)(=O)([O-])[O-].[Na+].[Na+] (sodium sulfate), C1=CC2=C(C=C1O)C(=CN2)CCN (Serotonin), Cl (HCl), C1(=C(C(=C(C(=C1F)F)F)N)F)N.Cl.Cl (dihydrochloride). Run in C(C)O.CC(CC)=O (ethanol 2-butanone), C(C)(=O)O (acetic acid), ClCCCl.C1CCOC1 (1,2-dichloroethane THF). Run at time 1 hour. The product is Cl.Cl.CN(C1(CCC(CC1)NCCC1=CNC2=CC=C(C=C12)O)C1=CC=CC=C1)C (3-[2-(4-Dimethylamino-4-phenyl-cyclohexylamino)-ethyl]-1H-indol-5-ol dihydrochloride). Reaction SMILES: [CH:1]1[C:6]([OH:7])=[CH:5][C:4]2[C:8]([CH2:11][CH2:12][NH2:13])=[CH:9][NH:10][C:3]=2[CH:2]=1.[CH3:14][N:15]([CH3:29])[C:16]1([C:23]2[CH:28]=[CH:27][CH:26]=[CH:25][CH:24]=2)[CH2:21][CH2:20][C:19](=O)[CH2:18][CH2:17]1.S([O-])([O-])(=O)=O.[Na+].[Na+].C(O[BH-](OC(=O)C)OC(=O)C)(=O)C.[Na+].[ClH:51].C1(N)C(F)=C(F)C(F)=C(N)C=1F.Cl.Cl>ClCCCl.C1COCC1.C(O)C.CC(=O)CC.C(O)(=O)C>[ClH:51].[ClH:51].[CH3:14][N:15]([CH3:29])[C:16]1([C:23]2[CH:24]=[CH:25][CH:26]=[CH:27][CH:28]=2)[CH2:17][CH2:18][CH:19]([NH:13][CH2:12][CH2:11][C:8]2[C:4]3[C:3](=[CH:2][CH:1]=[C:6]([OH:7])[CH:5]=3)[NH:10][CH:9]=2)[CH2:20][CH2:21]1 |f:2.3.4,5.6,8.9.10,11.12,13.14,16.17.18|. Procedure details: Serotonin (405 mg) was dissolved in 1,2-dichloroethane/THF (5 ml/20 ml), and 4-dimethylamino-4-phenylcyclohexanone (500 mg), glacial acetic acid (131 μl) and red-hot sodium sulfate (2 g) were added thereto. After one hour's stirring at RT, sodium triacetoxyborohydride (759 mg) was added and stirring was carried out for a further two days. For working up, the mixture was concentrated, the residue was suspended in diethyl ether (15 ml), water (10 ml) and 2M HCl (1 ml), further diethyl ether (20 ml...